This data is from the Open Reaction Database (ORD), a public repository of structured organic reaction records. The task is: describe an organic reaction: reactants, conditions, products, and yield The reactants are CC(C(=O)O)=CCCC(=CCCC(=CCCC(=CCCC(=CCCC(C)=O)C)C)C)C (2,6,10,14,18-pentamethyl-22-oxo-2,6,10,14,18-tricosapentaenoic acid), N1CCOCC1 (morpholine). Product: CC(C(=O)N1CCOCC1)=CCCC(=CCCC(=CCCC(=CCCC(=CCCC(C)=O)C)C)C)C (N-(2,6,10,14,18-pentamethyl-22-oxo-2,6,10,14,18-tricosapentaenoyl)morpholin). As a reaction SMILES: [CH3:1][C:2](=[CH:6][CH2:7][CH2:8][C:9]([CH3:31])=[CH:10][CH2:11][CH2:12][C:13]([CH3:30])=[CH:14][CH2:15][CH2:16][C:17]([CH3:29])=[CH:18][CH2:19][CH2:20][C:21]([CH3:28])=[CH:22][CH2:23][CH2:24][C:25](=[O:27])[CH3:26])[C:3]([OH:5])=O.[NH:32]1[CH2:37][CH2:36][O:35][CH2:34][CH2:33]1>>[CH3:1][C:2](=[CH:6][CH2:7][CH2:8][C:9]([CH3:31])=[CH:10][CH2:11][CH2:12][C:13]([CH3:30])=[CH:14][CH2:15][CH2:16][C:17]([CH3:29])=[CH:18][CH2:19][CH2:20][C:21]([CH3:28])=[CH:22][CH2:23][CH2:24][C:25](=[O:27])[CH3:26])[C:3]([N:32]1[CH2:37][CH2:36][O:35][CH2:34][CH2:33]1)=[O:5]. Reported procedure: Starting materials: 2,6,10,14,18-pentamethyl-22-oxo-2,6,10,14,18-tricosapentaenoic acid and morpholine. Starting materials: CCOC(=O)CC(C)=O, CC(=O)O, Cc1ccccc1, Nc1ccc(Cl)cc1. The product is CCOC(=O)C=C(C)Nc1ccc(Cl)cc1. As a reaction SMILES: [C:9]([CH2:10][C:11](=[O:12])[CH3:13])(=[O:14])[O:15][CH2:16][CH3:17].[CH3:18][C:19](=[O:20])[OH:21].[CH3:22][c:23]1[cH:24][cH:25][cH:26][cH:27][cH:28]1.[NH2:1][c:2]1[cH:3][cH:4][c:5]([Cl:6])[cH:7][cH:8]1>>[NH:1]([c:2]1[cH:3][cH:4][c:5]([Cl:6])[cH:7][cH:8]1)[C:11](=[CH:10][C:9](=[O:14])[O:15][CH2:16][CH3:17])[CH3:13].